This data is from the Open Reaction Database (ORD), a public repository of structured organic reaction records. The task is: describe an organic reaction: reactants, conditions, products, and yield Starting materials: CC(=O)O (AcOH), Potassium f-butylat, [Si](C)(C)(C(C)(C)C)OC1=CC=C(C=C1)CCC(C)=O (4-[4-(tert-butyldimethylsilyloxy)phenyl]butan-2-one), [Br-].C1(=CC(=CC=C1)C[P+](C1=CC=CC=C1)(C1=CC=CC=C1)C1=CC=CC=C1)C ((m-tolyl)methyltriphenylphosphonium bromide). Solvent: C1CCOC1 (THF), C1CCOC1 (THF). Conditions: temperature 70 celsius, time 16 hour. Product: C(C)(C)(C)[Si](C)(C)OC1=CC=C(C=C1)CCC(=CC1=CC=C(C=C1)OC)C (tert-butyl{4-[4-(4-methoxyphenyl)-3-methylbut-3-en-1-yl]phenoxy}-dimethylsilane). RXN SMILES: [Si:1]([O:8][C:9]1[CH:14]=[CH:13][C:12]([CH2:15][CH2:16][C:17](=O)[CH3:18])=[CH:11][CH:10]=1)([C:4]([CH3:7])([CH3:6])[CH3:5])([CH3:3])[CH3:2].[Br-].[C:21]1([CH3:47])[CH:26]=[CH:25][CH:24]=[C:23](C[P+](C2C=CC=CC=2)(C2C=CC=CC=2)C2C=CC=CC=2)[CH:22]=1.C[C:49](O)=[O:50]>C1COCC1>[C:4]([Si:1]([O:8][C:9]1[CH:14]=[CH:13][C:12]([CH2:15][CH2:16][C:17]([CH3:18])=[CH:47][C:21]2[CH:26]=[CH:25][C:24]([O:50][CH3:49])=[CH:23][CH:22]=2)=[CH:11][CH:10]=1)([CH3:3])[CH3:2])([CH3:7])([CH3:6])[CH3:5] |f:1.2|. Reported procedure: Potassium f-butylat (45 mL, 45 mmol, 1.0 equiv., 1M in THF) and 4-[4-(tert-butyldimethylsilyloxy)phenyl]butan-2-one (12.5 g, 45 mmol, 1.0 equiv.) in THF (23 mL) were added simultaneously to a solution of (m-tolyl)methyltriphenylphosphonium bromide (20.1 g, 45 mmol, 1.0 equiv.) in THF (45 mL) at 70° C. The mixture was stirred at 70° C. for 16 h. After addition of 20% aq. AcOH-solution at 25° C., the aqueous layer was extracted with hexane. The combined organic phases were washed with MeOH/H2O (4:...